From a dataset of the Open Reaction Database (ORD), a public repository of structured organic reaction records. describe an organic reaction: reactants, conditions, products, and yield Starting materials: ClC1=C(C=NC=2CCC(CC12)CC)C(=O)OCC (ethyl 4-chloro-6-ethyl-5,6,7,8-tetrahydroquinoline-3-carboxylate), ClC1=CC=C(C=C1)NN (4-chlorophenylhydrazine), crude product. The solvent is C(CCC)O (n-butanol), [OH-].[Na+] (NaOH). Run at time 8 hour. Product: ClC1=CC=C(C=C1)N1N=C2C(=CNC=3CCC(CC23)CC)C1=O (2,3,6,7,8,9-hexahydro-2-p-chlorophenyl-8-ethylpyrazolo[4,3-c]quinolin-3-(5H)-one). RXN SMILES: Cl[C:2]1[C:11]2[CH2:10][CH:9]([CH2:12][CH3:13])[CH2:8][CH2:7][C:6]=2[N:5]=[CH:4][C:3]=1[C:14]([O:16]CC)=O.[Cl:19][C:20]1[CH:25]=[CH:24][C:23]([NH:26][NH2:27])=[CH:22][CH:21]=1>C(O)CCC.[OH-].[Na+]>[Cl:19][C:20]1[CH:25]=[CH:24][C:23]([N:26]2[C:14](=[O:16])[C:3]3=[CH:4][NH:5][C:6]4[CH2:7][CH2:8][CH:9]([CH2:12][CH3:13])[CH2:10][C:11]=4[C:2]3=[N:27]2)=[CH:22][CH:21]=1 |f:3.4|. Procedure: A solution of 2.6 g of ethyl 4-chloro-6-ethyl-5,6,7,8-tetrahydroquinoline-3-carboxylate in 30 ml n-butanol is treated with 1.38 g of 4-chlorophenylhydrazine at room temperature under nitrogen. After stirring at room temperature overnight, the reaction mixture is heated at reflux for 41/2 hours. The reaction mixture is cooled to room temperature, the precipitate is filtered off, washed with hexane and air-dried to yield a yellow solid. The crude product is dissolved in 30 ml 1N NaOH and extracted... The reactants are ClC=1N=NC(=CN1)C=1C=C(C=CC1)C(F)(F)F (3-chloro-6-(α,α,α-trifluoro-m-tolyl)-1,2,4-triazine), O.NN (hydrazine hydrate), ice water. The solvent is N1=CC=CC=C1 (pyridine). Run at temperature 60 celsius. Yields the product N(N)C=1N=NC(=CN1)C=1C=C(C=CC1)C(F)(F)F (3-hydrazino-6-(α,α,α-trifluoro-m-tolyl)-1,2,4-triazine). As a reaction SMILES: Cl[C:2]1[N:3]=[N:4][C:5]([C:8]2[CH:9]=[C:10]([C:14]([F:17])([F:16])[F:15])[CH:11]=[CH:12][CH:13]=2)=[CH:6][N:7]=1.O.[NH2:19][NH2:20]>N1C=CC=CC=1>[NH:19]([C:2]1[N:3]=[N:4][C:5]([C:8]2[CH:9]=[C:10]([C:14]([F:17])([F:16])[F:15])[CH:11]=[CH:12][CH:13]=2)=[CH:6][N:7]=1)[NH2:20] |f:1.2|. Procedure details: A solution of 5.1 g. of 3-chloro-6-(α,α,α-trifluoro-m-tolyl)-1,2,4-triazine in 30 ml. of pyridine is cooled to 0° C. and 3.5 ml. of hydrazine hydrate is added. The mixture is heated to 60° C., maintained at 60° C. for one hour, cooled and poured into ice-water. The resulting slurry is filtered and the solid is washed with ethanol giving 3-hydrazino-6-(α,α,α-trifluoro-m-tolyl)-1,2,4-triazine as a yellow solid. The yield is 72.9%. Conditions: temperature 0 celsius, time 8 hour. Run in ClCCl (dichloromethane). The product is ClCC(=O)C1=CC=C(C=C1)CCC(=O)OC (methyl 3-(4-chloroacetylphenyl)-propionate). The reactants are ice, C(C)(C)OC(C)C (isopropyl ether), C1(=CC=CC=C1)CCC(=O)OC (methyl 3-phenylpropionate), ClCC(=O)Cl (chloroacetyl chloride), [Cl-].[Al+3].[Cl-].[Cl-] (aluminum chloride). Procedure details: A mixture of 50 g of methyl 3-phenylpropionate, 51.6 g of chloroacetyl chloride and 250 ml of dichloromethane was cooled to 0° C. Then at 0° to 10° C. with stirring, 122 g of aluminum chloride was added slowly, stirred at a room temperature for 2 hours and allowed to stand overnight. The reaction mixture was poured into an ice-concentrated hydrochloric acid and extracted with chloroform, then the chloroform layer was washed with water, dried and the chloroform was removed by distillation to obta... RXN SMILES: [C:1]1([CH2:7][CH2:8][C:9]([O:11][CH3:12])=[O:10])[CH:6]=[CH:5][CH:4]=[CH:3][CH:2]=1.[Cl:13][CH2:14][C:15](Cl)=[O:16].[Cl-].[Al+3].[Cl-].[Cl-].C(OC(C)C)(C)C>ClCCl>[Cl:13][CH2:14][C:15]([C:4]1[CH:5]=[CH:6][C:1]([CH2:7][CH2:8][C:9]([O:11][CH3:12])=[O:10])=[CH:2][CH:3]=1)=[O:16] |f:2.3.4.5|. Starting materials: CCO, NNC=O, Fc1cccc(CN=C=S)c1. Yields the product O=CNNC(=S)NCc1cccc(F)c1. As a reaction SMILES: [CH3:16][CH2:17][OH:18].[CH:12](=[O:13])[NH:14][NH2:15].[F:1][c:2]1[cH:3][c:4]([CH2:5][N:6]=[C:7]=[S:8])[cH:9][cH:10][cH:11]1>>[F:1][c:2]1[cH:3][c:4]([CH2:5][NH:6][C:7](=[S:8])[NH:15][NH:14][CH:12]=[O:13])[cH:9][cH:10][cH:11]1. Starting materials: COC(=O)c1ccc(=O)n(C)c1Nc1ccc(Br)cc1F, CC(CON)O[Si](C)(C)C(C)(C)C, C1CCOC1, C[Si](C)(C)[N-][Si](C)(C)C, [Li+]. The product is CC(CONC(=O)c1ccc(=O)n(C)c1Nc1ccc(Br)cc1F)O[Si](C)(C)C(C)(C)C. RXN SMILES: [Br:1][c:2]1[cH:3][c:4]([F:21])[c:5]([NH:8][c:9]2[n:10]([CH3:20])[c:11](=[O:19])[cH:12][cH:13][c:14]2[C:15]([O:17][CH3:16])=[O:18])[cH:6][cH:7]1.[C:22]([CH3:23])([CH3:24])([CH3:25])[Si:26]([O:27][CH:28]([CH2:29][O:30][NH2:31])[CH3:32])([CH3:33])[CH3:34].[CH2:45]1[O:46][CH2:47][CH2:48][CH2:49]1.[CH3:35][Si:36]([N-:37][Si:38]([CH3:39])([CH3:40])[CH3:41])([CH3:42])[CH3:43].[Li+:44]>>[Br:1][c:2]1[cH:3][c:4]([F:21])[c:5]([NH:8][c:9]2[n:10]([CH3:20])[c:11](=[O:19])[cH:12][cH:13][c:14]2[C:15](=[O:17])[NH:31][O:30][CH2:29][CH:28]([O:27][Si:26]([C:22]([CH3:23])([CH3:24])[CH3:25])([CH3:33])[CH3:34])[CH3:32])[cH:6][cH:7]1. Reactants: [Cl-].[Al+3].[Cl-].[Cl-] (aluminum chloride), Cl (hydrochloric acid), ClC(=O)CCCCCCCCC(=O)OCC (ethyl 9-chloroformylnonanoate), COC=1C=C(C=C(C1OC)OC)C (3,4,5-trimethoxytoluene), COC=1C=C(C=C(C1OC)OC)C (3,4,5-trimethoxytoluene). Run in [N+](=O)([O-])C1=CC=CC=C1 (nitrobenzene). Run at temperature 0 celsius, time 16 hour. Product: COC1=C(C(=O)CCCCCCCCC(=O)O)C(=CC(=C1OC)OC)C (9-(2',3',4'-trimethoxy-6'-methylbenzoyl)nonanoic acid). RXN SMILES: [Cl-].[Al+3].[Cl-].[Cl-].Cl[C:6]([CH2:8][CH2:9][CH2:10][CH2:11][CH2:12][CH2:13][CH2:14][CH2:15][C:16]([O:18]CC)=[O:17])=[O:7].[CH3:21][O:22][C:23]1[CH:24]=[C:25]([CH3:33])[CH:26]=[C:27]([O:31][CH3:32])[C:28]=1[O:29][CH3:30].Cl>[N+](C1C=CC=CC=1)([O-])=O>[CH3:32][O:31][C:27]1[C:28]([O:29][CH3:30])=[C:23]([O:22][CH3:21])[CH:24]=[C:25]([CH3:33])[C:26]=1[C:6]([CH2:8][CH2:9][CH2:10][CH2:11][CH2:12][CH2:13][CH2:14][CH2:15][C:16]([OH:18])=[O:17])=[O:7] |f:0.1.2.3|. Procedure: Under cooling with ice, aluminum chloride (4.08 parts) was added in small portions to a mixed solution of ethyl 9-chloroformylnonanoate (3.52 parts) and 3,4,5-trimethoxytoluene (formula VII wherein R=H3CO, X=H, Y=H3CO) (2.21 parts) in nitrobenzene (20 volume parts). The mixture was stirred at 0° C. for 16 hours and, then, at room temperature for 1.5 hours. The reaction mixture was rendered acidic with dilute hydrochloric acid and extracted with diethyl ether. By a procedure similar to that descr...